Task: describe an organic reaction: reactants, conditions, products, and yield. Dataset: the Open Reaction Database (ORD), a public repository of structured organic reaction records Reactants: O=C([O-])[O-], Cc1ccccc1, O=Cc1ccc(B(O)O)cc1, N#N, [Na+], [Na+], O=S(=O)(c1ccccc1)n1ccc2cc(Nc3ncnc4ccc(I)cc34)ccc21. The product is O=Cc1ccc(-c2ccc3ncnc(Nc4ccc5c(ccn5S(=O)(=O)c5ccccc5)c4)c3c2)cc1. As a reaction SMILES: [C:42](=[O:43])([O-:44])[O-:45].[CH3:50][c:51]1[cH:52][cH:53][cH:54][cH:55][cH:56]1.[CH:31](=[O:32])[c:33]1[cH:34][cH:35][c:36]([B:39]([OH:40])[OH:41])[cH:37][cH:38]1.[N:48]#[N:49].[Na+:46].[Na+:47].[c:1]1([S:7](=[O:8])(=[O:9])[n:10]2[cH:11][cH:12][c:13]3[cH:14][c:15]([NH:19][c:20]4[n:21][cH:22][n:23][c:24]5[cH:25][cH:26][c:27]([I:30])[cH:28][c:29]45)[cH:16][cH:17][c:18]23)[cH:2][cH:3][cH:4][cH:5][cH:6]1>>[c:1]1([S:7](=[O:8])(=[O:9])[n:10]2[cH:11][cH:12][c:13]3[cH:14][c:15]([NH:19][c:20]4[n:21][cH:22][n:23][c:24]5[cH:25][cH:26][c:27](-[c:36]6[cH:35][cH:34][c:33]([CH:31]=[O:32])[cH:38][cH:37]6)[cH:28][c:29]45)[cH:16][cH:17][c:18]23)[cH:2][cH:3][cH:4][cH:5][cH:6]1. Yield: 47.0%. Procedure: Crude 25.1.C was stirred in DCM with HCl (4.0 M, dioxane) until the deprotection was complete. The reaction mixture was concentrated to a solid and partitioned with saturated NaHCO3(aq)/CHCl3:IPA (4:1). The aqueous layer was further extracted (2×) and the organics were combined, dried with sodium sulfate, filtered, and concentrated to give a light tan solid (230 mg, 47%). RXN SMILES: [Cl:1][C:2]1[CH:3]=[C:4]([CH2:8][C@H:9]([NH:26]C(=O)OC(C)(C)C)[C:10](=[O:25])[NH:11][C:12]2[C:13](=[O:24])[NH:14][CH:15]=[C:16]([C:18]3[CH:23]=[CH:22][N:21]=[CH:20][CH:19]=3)[CH:17]=2)[CH:5]=[CH:6][CH:7]=1.Cl>C(Cl)Cl>[NH2:26][C@@H:9]([CH2:8][C:4]1[CH:5]=[CH:6][CH:7]=[C:2]([Cl:1])[CH:3]=1)[C:10]([NH:11][C:12]1[C:13](=[O:24])[NH:14][CH:15]=[C:16]([C:18]2[CH:19]=[CH:20][N:21]=[CH:22][CH:23]=2)[CH:17]=1)=[O:25]. The product is N[C@H](C(=O)NC=1C(NC=C(C1)C1=CC=NC=C1)=O)CC1=CC(=CC=C1)Cl ((S)-2-amino-3-(3-chlorophenyl)-N-(2-oxo-5-(pyridin-4-yl)-1,2-dihydropyridin-3-yl)propanamide). Starting materials: ClC=1C=C(C=CC1)C[C@@H](C(NC=1C(NC=C(C1)C1=CC=NC=C1)=O)=O)NC(OC(C)(C)C)=O ((S)-tert-butyl 3-(3-chlorophenyl)-1-oxo-1-(2-oxo-5-(pyridin-4-yl)-1,2-dihydropyridin-3-ylamino)propan-2-ylcarbamate), Cl (HCl). The solvent is C(Cl)Cl (DCM). Starting materials: BrC1=C(C=C(C=C1)C(C)O)F (1-(4-bromo-3-fluorophenyl)ethanol), [Cr](=O)(=O)([O-])O[Cr](=O)(=O)[O-].[NH+]1=CC=CC=C1.[NH+]1=CC=CC=C1 (pyridinium dichromate). The solvent is C(Cl)Cl (DCM). Conditions: time 8 hour. Yields the product BrC1=C(C=C(C=C1)C(C)=O)F (1-(4-bromo-3-fluorophenyl)ethanone). Reaction SMILES: [Br:1][C:2]1[CH:7]=[CH:6][C:5]([CH:8]([OH:10])[CH3:9])=[CH:4][C:3]=1[F:11].[Cr](O[Cr]([O-])(=O)=O)([O-])(=O)=O.[NH+]1C=CC=CC=1.[NH+]1C=CC=CC=1>C(Cl)Cl>[Br:1][C:2]1[CH:7]=[CH:6][C:5]([C:8](=[O:10])[CH3:9])=[CH:4][C:3]=1[F:11] |f:1.2.3|. Procedure details: To a solution of crude 1-(4-bromo-3-fluorophenyl)ethanol oil (from Step 1) in DCM (100 mL) was added pyridinium dichromate (8.96 g, 23.82 mmol). The mixture was stirred overnight at room temperature. To the mixture was added celite, the reaction mixture was filtered through a celite pad and rinsed several times with DCM. The filtrate was concentrated under reduced pressure. The crude material was purified by column chromatography [SiO2, 40 g, heptane/ethyl acetate] providing 1-(4-bromo-3-fluorop... Product: C1(CCCCC1)[C@H](CC[C@H]1[C@@H](C[C@@H]2OC(C[C@@H]21)=O)OC2OCCCC2)OC2OCCCC2 ((3aR, 4R, 5R, 6aS)-4-[(3S)-3-Cyclohexyl-3-(tetrahydropyran-2-yloxy)propyl]-hexahydro-5-(tetrahydropyran-2-yloxy)-2H-cyclopenta[b]furan-2-one). Procedure: To a mixture of 44 (3.7 g, 12.9 mmol), DHP (2.9 g, 35 mmol), and CH2 Cl2 (80 mL) at 0° C. was added pTSA (300 mg, 1.58 mmol). After 30 min 50 mL of saturated NaHCO3 was added, the layers were separated, the aqueous layer was extracted with CH2CL2 (2×50 mL), the combined organic layers were dried over MgSO4, filtered, and concentrated, and the residue was chromatographed on silica gel (1/1 hexane/ethyl acetate) to afford bis-THP ether 45 (4.89 g, 89%). Reactants: C1(CCCCC1)[C@H](CC[C@H]1[C@@H](C[C@@H]2OC(C[C@@H]21)=O)O)O ((3aR, 4R, 5R, 6aS)-4-[(3S)-3-Cyclohexyl-3-hydroxypropyl]-hexahydro-5-hydroxy-2H-cyclopenta[b]furan-2-one), C1CC=COC1 (DHP), ClCl (Cl2), CC=1C=CC(=CC1)S(=O)(=O)O (pTSA), C(=O)(O)[O-].[Na+] (NaHCO3). Yield: 89.0%. RXN SMILES: [CH:1]1([C@@H:7]([OH:20])[CH2:8][CH2:9][C@@H:10]2[C@@H:17]3[C@@H:13]([O:14][C:15](=[O:18])[CH2:16]3)[CH2:12][C@H:11]2[OH:19])[CH2:6][CH2:5][CH2:4][CH2:3][CH2:2]1.[CH2:21]1[CH2:26][O:25][CH:24]=[CH:23][CH2:22]1.ClCl.[CH3:29][C:30]1C=C[C:33](S(O)(=O)=O)=[CH:34][CH:35]=1.C([O-])(O)=[O:41].[Na+]>>[CH:1]1([C@@H:7]([O:20][CH:33]2[CH2:34][CH2:35][CH2:30][CH2:29][O:41]2)[CH2:8][CH2:9][C@@H:10]2[C@@H:17]3[C@@H:13]([O:14][C:15](=[O:18])[CH2:16]3)[CH2:12][C@H:11]2[O:19][CH:24]2[CH2:23][CH2:22][CH2:21][CH2:26][O:25]2)[CH2:6][CH2:5][CH2:4][CH2:3][CH2:2]1 |f:4.5|. Reactants: NC1=NS(N=C1NCCCOC1=NC=CC(=C1)CN1CCCCC1)=O (3-Amino-4-[3-(4-piperidinomethyl-2-pyridyloxy)propylamino]-1,2,5-thiadiazole 1-oxide), Cl (HCl). Procedure: The product of Step B (5.0 g; 13.7 mmoles) was dissolved in 80 ml of methanol and treated with 9.1 ml of concentrated HCl. After stirring at ambient temperature for 4.5 hours, the solution was evaporated to dryness under reduced pressure to give the title compound. Reaction conditions: time 4.5 hour. Run in CO (methanol). Reaction SMILES: [NH2:1][C:2]1[C:6]([NH:7][CH2:8][CH2:9][CH2:10][O:11][C:12]2[CH:17]=[C:16]([CH2:18][N:19]3[CH2:24][CH2:23][CH2:22][CH2:21][CH2:20]3)[CH:15]=[CH:14][N:13]=2)=[N:5]S(=O)[N:3]=1.[ClH:26]>CO>[ClH:26].[ClH:26].[ClH:26].[N:19]1([CH2:18][C:16]2[CH:15]=[CH:14][N:13]=[C:12]([O:11][CH2:10][CH2:9][CH2:8][NH:7][C:6](=[NH:5])[C:2](=[NH:1])[NH2:3])[CH:17]=2)[CH2:24][CH2:23][CH2:22][CH2:21][CH2:20]1 |f:3.4.5.6|. The product is Cl.Cl.Cl.N1(CCCCC1)CC1=CC(=NC=C1)OCCCNC(C(N)=N)=N (N-[3-(4-Piperidinomethyl-2-pyridyloxy)propyl]ethanediimidamide trihydrochloride). Reaction SMILES: C[O:2][C:3](=[O:42])[CH2:4][CH2:5][NH:6][C:7](=[O:41])[C:8]1[CH:13]=[CH:12][C:11]([C:14](=[O:40])[CH:15]([C:29]2[CH:34]=[CH:33][C:32]([O:35][C:36]([F:39])([F:38])[F:37])=[CH:31][CH:30]=2)[CH2:16][C:17]([C:19]2[CH:24]=[CH:23][C:22]([C:25]([CH3:28])([CH3:27])[CH3:26])=[CH:21][CH:20]=2)=[O:18])=[CH:10][CH:9]=1.[OH-].[Na+]>C(O)C>[C:25]([C:22]1[CH:23]=[CH:24][C:19]([C:17](=[O:18])[CH2:16][CH:15]([C:29]2[CH:30]=[CH:31][C:32]([O:35][C:36]([F:38])([F:39])[F:37])=[CH:33][CH:34]=2)[C:14]([C:11]2[CH:12]=[CH:13][C:8]([C:7]([NH:6][CH2:5][CH2:4][C:3]([OH:42])=[O:2])=[O:41])=[CH:9][CH:10]=2)=[O:40])=[CH:20][CH:21]=1)([CH3:28])([CH3:26])[CH3:27] |f:1.2|. Product: C(C)(C)(C)C1=CC=C(C=C1)C(CC(C(=O)C1=CC=C(C(=O)NCCC(=O)O)C=C1)C1=CC=C(C=C1)OC(F)(F)F)=O (3-{4-[4-(4-tert-Butylphenyl)-4-oxo-2-(4-trifluoromethoxyphenyl)butyryl]benzoylamino}propionic acid). Isolated yield 39.3%. Conditions: time 45 minute. Procedure details: 3-{4-[4-(4-tert-Butylphenyl)-4-oxo-2-(4-trifluoromethoxyphenyl)butyryl]benzoylamino}propionic acid methyl ester (12 g, 21 mmol) was dissolved in ethanol 96% (250 mL), added 4N NaOH (31.2 mL, 125 mmol), and stirred for 2 h 45 min. The reaction mixture was concentrated in vacuo and the residue suspended in water (150 mL) and added hydrochloric acid (4N, 34 mL) to pH 1-2. After 1 h the precipitate was filtered and washed carefully with water and dried. The residue was purified by preparative HPLC u... The solvent is C(C)O (ethanol). Reactants: COC(CCNC(C1=CC=C(C=C1)C(C(CC(=O)C1=CC=C(C=C1)C(C)(C)C)C1=CC=C(C=C1)OC(F)(F)F)=O)=O)=O (3-{4-[4-(4-tert-Butylphenyl)-4-oxo-2-(4-trifluoromethoxyphenyl)butyryl]benzoylamino}propionic acid methyl ester), [OH-].[Na+] (NaOH). Starting materials: O=c1[nH]c2ccc(Cl)cc2n2ccnc12, O=P(Cl)(Cl)Cl. The product is Clc1ccc2nc(Cl)c3nccn3c2c1. Reaction SMILES: [Cl:1][c:2]1[cH:3][cH:4][c:5]2[nH:6][c:7](=[O:15])[c:8]3[n:9]([c:10]2[cH:11]1)[cH:12][cH:13][n:14]3.[P:16]([Cl:17])([Cl:18])([Cl:19])=[O:20]>>[Cl:1][c:2]1[cH:3][cH:4][c:5]2[n:6][c:7]([Cl:18])[c:8]3[n:9]([c:10]2[cH:11]1)[cH:12][cH:13][n:14]3. The reactants are CC(=O)SCCS(=O)(=O)N1CCCC1C(=O)O, CC(=O)SCC(C)S(=O)(=O)N1CCCC1C(=O)O. The product is CC(CS)S(=O)(=O)N1CCCC1C(=O)O. As a reaction SMILES: [C:19]([S:20][CH2:21][CH2:22][S:23]([N:24]1[CH2:25][CH2:26][CH2:27][CH:28]1[C:29]([OH:30])=[O:31])(=[O:32])=[O:33])(=[O:34])[CH3:35].[C:1](=[O:2])([CH3:3])[S:4][CH2:5][CH:6]([CH3:7])[S:8](=[O:9])(=[O:10])[N:11]1[CH:12]([C:13](=[O:14])[OH:15])[CH2:16][CH2:17][CH2:18]1>>[SH:4][CH2:5][CH:6]([CH3:7])[S:8](=[O:9])(=[O:10])[N:11]1[CH:12]([C:13](=[O:14])[OH:15])[CH2:16][CH2:17][CH2:18]1. The reactants are BrCCCBr, CC#N, [I-], [K+], [K+], [Na+], O=C([O-])[O-], O=C1CC2(CCCC2)CC(=O)N1O. The product is O=C1CC2(CCCC2)CC(=O)N1OCCCBr. RXN SMILES: [Br:14][CH2:15][CH2:16][CH2:17][Br:18].[CH3:27][C:28]#[N:29].[I-:25].[K+:19].[K+:20].[Na+:26].[O-:21][C:22]([O-:23])=[O:24].[OH:1][N:2]1[C:3](=[O:13])[CH2:4][C:5]2([CH2:6][CH2:7][CH2:8][CH2:9]2)[CH2:10][C:11]1=[O:12]>>[O:1]([N:2]1[C:3](=[O:13])[CH2:4][C:5]2([CH2:6][CH2:7][CH2:8][CH2:9]2)[CH2:10][C:11]1=[O:12])[CH2:17][CH2:16][CH2:15][Br:14].